This data is from the Open Reaction Database (ORD), a public repository of structured organic reaction records. The task is: describe an organic reaction: reactants, conditions, products, and yield The reactants are C[Mg]Br (Methylmagnesium bromide), C(C1=CC=CC=C1)OC1CC(CC1)=O (3-(benzyloxy)cyclopentanone). Run in O1CCCC1 (tetrahydrofurane). Conditions: time 12 hour. Product: C(C1=CC=CC=C1)OC1CC(CC1)(O)C (3-(Benzyloxy)-1-methylcyclopentanol). Reaction SMILES: [CH3:1][Mg]Br.[CH2:4]([O:11][CH:12]1[CH2:16][CH2:15][C:14](=[O:17])[CH2:13]1)[C:5]1[CH:10]=[CH:9][CH:8]=[CH:7][CH:6]=1>O1CCCC1>[CH2:4]([O:11][CH:12]1[CH2:16][CH2:15][C:14]([CH3:1])([OH:17])[CH2:13]1)[C:5]1[CH:10]=[CH:9][CH:8]=[CH:7][CH:6]=1. Reported procedure: Methylmagnesium bromide (4.8 mL, 1.4 M solution in toluene/tetrahydrofurane 3:1) is added dropwise under argon to a solution of 3-(benzyloxy)cyclopentanone (420 mg) in tetrahydrofurane (10 mL) at −78° C. The mixture is stirred for 12 hours while warming to room temperature and partitioned between 1 M aqueous HCl solution and ethyl acetate. The aqueous phase is extracted with ethyl acetate. The combined organic phases are washed with brine and dried (MgSO4). The solvents are evaporated in vacuo t... The reactants are C([O-])([O-])=O.[K+].[K+] (Potassium carbonate), PL-Thiol, BrC=1C=C2C(=CNC2=C(C1)C(=O)N)C1CS(CC1)(=O)=O (5-Bromo-3-(1,1-dioxidotetrahydro-3-thienyl)-1H-indole-7-carboxamide), S1C=CC2=C1C=CC(=C2)B(O)O (1-benzothien-5-ylboronic acid). The reagents and catalysts are C1=CC=C(C=C1)P([C-]2C=CC=C2)C3=CC=CC=C3.C1=CC=C(C=C1)P([C-]2C=CC=C2)C3=CC=CC=C3.Cl[Pd]Cl.[Fe+2] (PdCl2(dppf)). The solvent is O1CCOCC1.O (1,4 dioxane water). Reaction conditions: temperature 100 celsius. Yields the product S1C=CC2=C1C=CC(=C2)C=2C=C1C(=CNC1=C(C2)C(=O)N)C2CS(CC2)(=O)=O (5-(1-Benzothien-5-yl)-3-(1,1-dioxidotetrahydro-3-thienyl)-1H-indole-7-carboxamide). Isolated yield 63.8%. Reaction SMILES: Br[C:2]1[CH:3]=[C:4]2[C:8](=[C:9]([C:11]([NH2:13])=[O:12])[CH:10]=1)[NH:7][CH:6]=[C:5]2[CH:14]1[CH2:18][CH2:17][S:16](=[O:20])(=[O:19])[CH2:15]1.[S:21]1[C:25]2[CH:26]=[CH:27][C:28](B(O)O)=[CH:29][C:24]=2[CH:23]=[CH:22]1.C(=O)([O-])[O-].[K+].[K+]>O1CCOCC1.O.C1C=CC(P(C2C=CC=CC=2)[C-]2C=CC=C2)=CC=1.C1C=CC(P(C2C=CC=CC=2)[C-]2C=CC=C2)=CC=1.Cl[Pd]Cl.[Fe+2]>[S:21]1[C:25]2[CH:26]=[CH:27][C:28]([C:2]3[CH:3]=[C:4]4[C:8](=[C:9]([C:11]([NH2:13])=[O:12])[CH:10]=3)[NH:7][CH:6]=[C:5]4[CH:14]3[CH2:18][CH2:17][S:16](=[O:20])(=[O:19])[CH2:15]3)=[CH:29][C:24]=2[CH:23]=[CH:22]1 |f:2.3.4,5.6,7.8.9.10|. Procedure: 5-Bromo-3-(1,1-dioxidotetrahydro-3-thienyl)-1H-indole-7-carboxamide (0.06 g, 0.168 mmol) and 1-benzothien-5-ylboronic acid (0.036 g, 0.202 mmol) was dissolved in a 6:1 solution of 1,4 dioxane/water in a 20 mL microwave reaction vessel. Potassium carbonate (0.113 g, 0.816 mmol) was added and the solution was degassed with Argon. PdCl2(dppf) (0.025 g, 0.034 mmol) was added and the reaction was heated in a microwave at 100° C. for 20 min. The solution was passed through a StratoSphere SPE PL-Thiol ... Starting materials: FC=1C=C(C=C(C1N1CCS(CC1)(=O)=O)F)N1C(OC(C1)CN=[N+]=[N-])=O (3-[3,5-difluoro-4-(1,1-dioxo-4-thiomorpholinyl)phenyl]-5-(azidomethyl)-oxazolidin-2-one), N(=[N+]=[N-])C[C@H]1CN(C(O1)=O)C1=CC(=C(C(=C1)F)N1CCS(CC1)(=O)=O)F ((5R)-5-(Azidomethyl)-3-[4-(1,1-Dioxo-4-thiomorpholinyl)-3,5-difluorophenyl]-2-oxazolidinone), polystyrene triphenylphosphine. The product is amine, O=S1(CCN(CC1)C1=C(C=C(C=C1F)N1C(O[C@@H](C1)CN)=O)F)=O ((5R)-3-[4-(1,1-Dioxo-4-thiomorpholinyl)-3,5-difluorophenyl]-5-(aminomethyl)-oxazolidin-2-one). Isolated yield 85.2%. As a reaction SMILES: [F:1][C:2]1[CH:3]=[C:4]([N:17]2[CH2:21][CH:20]([CH2:22][N:23]=[N+]=[N-])[O:19][C:18]2=[O:26])[CH:5]=[C:6]([F:16])[C:7]=1[N:8]1[CH2:13][CH2:12][S:11](=[O:15])(=[O:14])[CH2:10][CH2:9]1.N(C[C@@H]1OC(=O)N(C2C=C(F)C(N3CCS(=O)(=O)CC3)=C(F)C=2)C1)=[N+]=[N-]>>[O:15]=[S:11]1(=[O:14])[CH2:10][CH2:9][N:8]([C:7]2[C:6]([F:16])=[CH:5][C:4]([N:17]3[CH2:21][C@@H:20]([CH2:22][NH2:23])[O:19][C:18]3=[O:26])=[CH:3][C:2]=2[F:1])[CH2:13][CH2:12]1. Reported procedure: A suspension of (5R) 3-[3,5-difluoro-4-(1,1-dioxo-4-thiomorpholinyl)phenyl]-5-(azidomethyl)-oxazolidin-2-one (Intermediate 10) (0.82 g, 2.11 mmol) and polystyrene triphenylphosphine (5.6 g, 8.5 mmol) was reacted as described for Example 9 to give the intermediate amine, (5R)-3-[4-(1,1-Dioxo-4-thiomorpholinyl)-3,5-difluorophenyl]-5-(aminomethyl)-oxazolidin-2-one (0.65 g), which was used directly for the next step. This amine (0.63 g, 1.75 mmol) was reacted with diisopropylethylamine (0.9 ml, 5.2 ... The reactants are ClC1=C(C(=O)O)C=C(C=C1)[N+](=O)[O-] (2-Chloro-5-nitrobenzoic acid), CN(C=O)C (dimethylformamide), S(=O)(Cl)Cl (Thionyl chloride). The solvent is C1(=CC=CC=C1)C (toluene). Yields the product ClC1=C(C(=O)N)C=C(C=C1)[N+](=O)[O-] (2-chloro-5-nitrobenzamide). Reaction SMILES: [Cl:1][C:2]1[CH:10]=[CH:9][C:8]([N+:11]([O-:13])=[O:12])=[CH:7][C:3]=1[C:4](O)=[O:5].C[N:15](C)C=O.S(Cl)(Cl)=O>C1(C)C=CC=CC=1>[Cl:1][C:2]1[CH:10]=[CH:9][C:8]([N+:11]([O-:13])=[O:12])=[CH:7][C:3]=1[C:4]([NH2:15])=[O:5]. Reported procedure: 2-Chloro-5-nitrobenzoic acid (500 g) was added to a mixed solvent of dimethylformamide (500 ml) and toluene (1.5 Liters). Thionyl chloride (217 ml) was added thereto at room temperature with stirring and the mixture was stirred at a refluxing temperature for 3 h. The reaction mixture was then ice-cooled and added dropwise to 28% aqueous amonia (750 ml). The mixture was stirred further for 1 h. The precipitated crystals were collected by filtration, and the crystals were recrystallized from hydro...